This data is from the Open Reaction Database (ORD), a public repository of structured organic reaction records. The task is: describe an organic reaction: reactants, conditions, products, and yield Reactants: N1(CCCC1)S(=O)(=O)C1=CC=C(C=C1)C=1NC(C(C(=O)O)=CC1)=O (6-[4-(1-pyrrolidinylsulfonyl)phenyl]-1,2-dihydro-2-oxonicotinic acid), S(=O)(Cl)Cl (thionyl chloride), C(Cl)Cl (methylene chloride), C[Si](C)(C)Cl (trimethylsilyl chloride). The solvent is C(C)N(CC)CC (triethylamine). Product: N1(CCCC1)S(=O)(=O)C1=CC=C(C=C1)C=1NC(C(CCl)=CC1)=O (6-[4-(1-pyrrolidinylsulfonyl)phenyl]-1,2-dihydro-2-oxonicotinyl chloride). As a reaction SMILES: [N:1]1([S:6]([C:9]2[CH:14]=[CH:13][C:12]([C:15]3[NH:16][C:17](=[O:24])[C:18](=[CH:22][CH:23]=3)[C:19](O)=O)=[CH:11][CH:10]=2)(=[O:8])=[O:7])[CH2:5][CH2:4][CH2:3][CH2:2]1.C(Cl)[Cl:26].C[Si](Cl)(C)C.S(Cl)(Cl)=O>C(N(CC)CC)C>[N:1]1([S:6]([C:9]2[CH:14]=[CH:13][C:12]([C:15]3[NH:16][C:17](=[O:24])[C:18](=[CH:22][CH:23]=3)[CH2:19][Cl:26])=[CH:11][CH:10]=2)(=[O:8])=[O:7])[CH2:5][CH2:4][CH2:3][CH2:2]1. Procedure details: From 4.4 g. of 6-[4-(1-pyrrolidinylsulfonyl)phenyl]-1,2-dihydro-2-oxonicotinic acid in 150 ml. of methylene chloride, 1.6 ml. of triethylamine, 1.45 ml. of trimethylsilyl chloride and 1.7 ml. of thionyl chloride, following the procedure of a) above, there is obtained 6-[4-(1-pyrrolidinylsulfonyl)phenyl]-1,2-dihydro-2-oxonicotinyl chloride.